From a dataset of the Open Reaction Database (ORD), a public repository of structured organic reaction records. describe an organic reaction: reactants, conditions, products, and yield The product is C1(=CC=CC=C1)C1=C2C(=NN=C(C2=CC=C1)C=1C=C(C=NC1)S(=O)(=O)N)NCC1=NC=CC=C1 (5-(5-phenyl-4-((pyridin-2-ylmethyl)amino)phthalazin-1-yl)pyridine-3-sulfonamide). The reactants are C(C)(C)(C)NS(=O)(=O)C=1C=NC=C(C1)C1=NN=C(C2=C(C=CC=C12)C1=CC=CC=C1)NCC1=NC=CC=C1 (N-(tert-Butyl)-5-(5-phenyl-4-((pyridin-2-ylmethyl)amino)phthalazin-1-yl)pyridine-3-sulfonamide), C(=O)(C(F)(F)F)O (TFA). Procedure details: N-(tert-Butyl)-5-(5-phenyl-4-((pyridin-2-ylmethyl)amino)phthalazin-1-yl)pyridine-3-sulfonamide (0.0300 g, 0.0570 mmol) was dissolved in TFA (5.00 mL, 64.9 mmol) and stirred at room temperature for 12 h. TFA was removed under reduced pressure and reaction mixture was diluted with saturated NaHCO3 (50 mL). The reaction mixture was extracted with EtOAc (3×30 mL). The combined organic extracts were dried over anhydrous Na2SO4, filtered and concentrated under reduced pressure. The resulting residue w... The yield is 37.4%. Reaction conditions: time 12 hour. As a reaction SMILES: C([NH:5][S:6]([C:9]1[CH:10]=[N:11][CH:12]=[C:13]([C:15]2[C:24]3[C:19](=[C:20]([C:25]4[CH:30]=[CH:29][CH:28]=[CH:27][CH:26]=4)[CH:21]=[CH:22][CH:23]=3)[C:18]([NH:31][CH2:32][C:33]3[CH:38]=[CH:37][CH:36]=[CH:35][N:34]=3)=[N:17][N:16]=2)[CH:14]=1)(=[O:8])=[O:7])(C)(C)C.C(O)(C(F)(F)F)=O>>[C:25]1([C:20]2[CH:21]=[CH:22][CH:23]=[C:24]3[C:19]=2[C:18]([NH:31][CH2:32][C:33]2[CH:38]=[CH:37][CH:36]=[CH:35][N:34]=2)=[N:17][N:16]=[C:15]3[C:13]2[CH:14]=[C:9]([S:6]([NH2:5])(=[O:7])=[O:8])[CH:10]=[N:11][CH:12]=2)[CH:26]=[CH:27][CH:28]=[CH:29][CH:30]=1. The reactants are C(C1=CC=CC=C1)(C1=CC=CC=C1)N1CC(C1)OS(=O)(=O)C (N-benzhydryl-3-[(methylsulfonyl)oxy]azetidine), [K].N1N=[C-]N=C1 (potassium 1,2,4-triazolide), O (water). The solvent is CN(C=O)C (dimethylformamide). The product is C(C1=CC=CC=C1)(C1=CC=CC=C1)N1CC(C1)N1N=CN=C1 (N-Benzhydryl-3-(1,2,4-triazol-1-yl)azetidine). Isolated yield 68.9%. As a reaction SMILES: [CH:1]([N:14]1[CH2:17][CH:16](OS(C)(=O)=O)[CH2:15]1)([C:8]1[CH:13]=[CH:12][CH:11]=[CH:10][CH:9]=1)[C:2]1[CH:7]=[CH:6][CH:5]=[CH:4][CH:3]=1.[K].[NH:24]1[CH:28]=[N:27][C-:26]=[N:25]1.O>CN(C)C=O>[CH:1]([N:14]1[CH2:17][CH:16]([N:24]2[CH:28]=[N:27][CH:26]=[N:25]2)[CH2:15]1)([C:8]1[CH:13]=[CH:12][CH:11]=[CH:10][CH:9]=1)[C:2]1[CH:7]=[CH:6][CH:5]=[CH:4][CH:3]=1 |f:1.2,^1:22|. Procedure details: A suspension of N-benzhydryl-3-[(methylsulfonyl)oxy]azetidine (0. 951 g, 3 mmol) and potassium-1,2,4-triazolide (0.69 g, 6.5 mmol) in 50 ml of dimethylformamide was heated at 85°-90° C. overnight. To this, water (200 ml) was added and extracted with ethyl acetate. The combined organic layers were washed with water, dried (Na2SO4) and evaporated to yield 0.9 g of the crude which upon purification over silica gel using ethyl acetate as solvent yielded 0.6 g of the desired product as a white solid.... Starting materials: C(C)OC(\C=C(\C1=CC=CC=C1)/C1=CC=C(C=C1)Br)=O ((Z)-3-(4-bromo-phenyl)-3-phenyl-acrylic acid ethyl ester), CN(CC#C)C (dimethyl-prop-2-ynyl-amine), ClCCl (dichloromethane), 60. Reagents/catalysts: [Pd](Cl)Cl.C1(=CC=CC=C1)P(C1=CC=CC=C1)C1=CC=CC=C1.C1(=CC=CC=C1)P(C1=CC=CC=C1)C1=CC=CC=C1 (bis(triphenylphosphine) palladium(II) chloride), [Cu]I (copper(I) iodide). Solvent: C(C)N(CC)CC (triethylamine). The product is C(C)OC(\C=C(\C1=CC=CC=C1)/C1=CC=C(C=C1)C#CCN(C)C)=O ((Z)-3-[4-(3-Dimethylamino-prop-1-ynyl)-phenyl]-3-phenyl-acrylic acid ethyl ester). Reaction SMILES: [CH2:1]([O:3][C:4](=[O:20])/[CH:5]=[C:6](\[C:13]1[CH:18]=[CH:17][C:16](Br)=[CH:15][CH:14]=1)/[C:7]1[CH:12]=[CH:11][CH:10]=[CH:9][CH:8]=1)[CH3:2].[CH3:21][N:22]([CH3:26])[CH2:23][C:24]#[CH:25].ClCCl>C(N(CC)CC)C.[Pd](Cl)Cl.C1(P(C2C=CC=CC=2)C2C=CC=CC=2)C=CC=CC=1.C1(P(C2C=CC=CC=2)C2C=CC=CC=2)C=CC=CC=1.[Cu]I>[CH2:1]([O:3][C:4](=[O:20])/[CH:5]=[C:6](\[C:13]1[CH:18]=[CH:17][C:16]([C:25]#[C:24][CH2:23][N:22]([CH3:26])[CH3:21])=[CH:15][CH:14]=1)/[C:7]1[CH:12]=[CH:11][CH:10]=[CH:9][CH:8]=1)[CH3:2] |f:4.5.6|. Procedure details: A solution of (Z)-3-(4-bromo-phenyl)-3-phenyl-acrylic acid ethyl ester (1.200 g, 3.6 mmol), dimethyl-prop-2-ynyl-amine (0.9 ml, 10.88 mmol), bis(triphenylphosphine) palladium(II) chloride (0.102 g, 0.144 mmol), copper(I) iodide (2.06 mg, 0.0108 mmol) in dry triethylamine (10 ml) were heated to 100° C. by microwave irradiation for 20 min. The cooled reaction mixture was added dichloromethane (20 ml) and silica gel Fluka 60 (10 g) and evaporated in vacuo. The resulting residue was purified by ISCO... Reactants: CN, O=C(Cl)N1CC(Oc2ccc(C(F)(F)F)cc2Cl)C1, C1CCOC1, O. Product: CNC(=O)N1CC(Oc2ccc(C(F)(F)F)cc2Cl)C1. Reaction SMILES: [CH3:20][NH2:21].[Cl:1][c:2]1[c:3]([O:4][CH:5]2[CH2:6][N:7]([C:9](=[O:10])[Cl:11])[CH2:8]2)[cH:12][cH:13][c:14]([C:16]([F:17])([F:18])[F:19])[cH:15]1.[O:22]1[CH2:23][CH2:24][CH2:25][CH2:26]1.[OH2:27]>>[Cl:1][c:2]1[c:3]([O:4][CH:5]2[CH2:6][N:7]([C:9](=[O:10])[NH:21][CH3:20])[CH2:8]2)[cH:12][cH:13][c:14]([C:16]([F:17])([F:18])[F:19])[cH:15]1. Reaction SMILES: [C:1]1([N:7]2[C:25](=[O:26])[C:10]3=[CH:11][NH:12][C:13]4[CH:14]=[CH:15][C:16]([N:19]5[CH2:24][CH2:23][NH:22][CH2:21][CH2:20]5)=[N:17][C:18]=4[C:9]3=[N:8]2)[CH:6]=[CH:5][CH:4]=[CH:3][CH:2]=1.[F:27][C:28]1[CH:33]=[CH:32][C:31](N2CCNCC2)=[CH:30][CH:29]=1>>[F:27][C:28]1[CH:33]=[CH:32][C:31]([N:22]2[CH2:21][CH2:20][N:19]([C:16]3[CH:15]=[CH:14][C:13]4[NH:12][CH:11]=[C:10]5[C:25](=[O:26])[N:7]([C:1]6[CH:6]=[CH:5][CH:4]=[CH:3][CH:2]=6)[N:8]=[C:9]5[C:18]=4[N:17]=3)[CH2:24][CH2:23]2)=[CH:30][CH:29]=1. Reactants: C1(=CC=CC=C1)N1N=C2C(=CNC=3C=CC(=NC23)N2CCNCC2)C1=O (2-Phenyl-8-(piperazin-1-yl)-2,5-dihydro-pyrazolo[4,3-c][1,5]naphthyridin-3-one), FC1=CC=C(C=C1)N1CCNCC1 (1-(4-fluorophenyl)-piperazine). Procedure: The title compound was prepared following the procedure described for 6a using 1-(4-fluorophenyl)-piperazine instead of piperazine. 1H-NMR (DMSO-d6) δ (ppm): 3.22 (4H, brm), 3.83 (4H, brm), 7.07 (5H, m), 7.32 (1H, d, J=9.34 Hz), 7.43 (2H, dd, J=8.24, 7.69 Hz), 7.85 (1H, d, J=9.34 Hz), 8.19 (2H, dd, J=8.24, 0.82 Hz), 8.57 (1H, s). m/z 441.5 (MH+). Yields the product FC1=CC=C(C=C1)N1CCN(CC1)C1=NC=2C=3C(=CNC2C=C1)C(N(N3)C3=CC=CC=C3)=O (8-[4-(4-Fluoro-phenyl)-piperazin-1-yl]-2-phenyl-2,5-dihydro-pyrazolo[4,3-c][1,5]naphthyridin-3-one). Starting materials: FC1=CC=C(C=C1)C(N[C@H](C)C1=CC(=C(C(=C1)F)F)F)C1=CC(=CC=C1)[N+](=O)[O-] (N-[(4-fluorophenyl)-(3-nitrophenyl)methyl]-N-[(R)-1-(3,4,5-trifluorophenyl)ethyl]amine), [BH4-].[Na+] (sodium borohydride). The reagents and catalysts are O.O.O.O.O.O.[Ni](Cl)Cl (nickel chloride hexahydrate). Yields the product FC1=CC=C(C=C1)C(C=1C=C(C=CC1)N)N[C@H](C)C1=CC(=C(C(=C1)F)F)F (3-{(4-Fluorophenyl)-[(R)-1-(3,4,5-trifluorophenyl)ethylamino]methyl}-phenylamine). As a reaction SMILES: [F:1][C:2]1[CH:7]=[CH:6][C:5]([CH:8]([C:21]2[CH:26]=[CH:25][CH:24]=[C:23]([N+:27]([O-])=O)[CH:22]=2)[NH:9][C@@H:10]([C:12]2[CH:17]=[C:16]([F:18])[C:15]([F:19])=[C:14]([F:20])[CH:13]=2)[CH3:11])=[CH:4][CH:3]=1.[BH4-].[Na+]>O.O.O.O.O.O.[Ni](Cl)Cl>[F:1][C:2]1[CH:7]=[CH:6][C:5]([CH:8]([NH:9][C@@H:10]([C:12]2[CH:13]=[C:14]([F:20])[C:15]([F:19])=[C:16]([F:18])[CH:17]=2)[CH3:11])[C:21]2[CH:22]=[C:23]([NH2:27])[CH:24]=[CH:25][CH:26]=2)=[CH:4][CH:3]=1 |f:1.2,3.4.5.6.7.8.9|. Reported procedure: Following a similar reaction, separation and purification procedure to that described in Example (59b), 2.46 g of N-[(4-fluorophenyl)-(3-nitrophenyl)methyl]-N-[(R)-1-(3,4,5-trifluorophenyl)ethyl]amine [prepared as described in step (a) above], 2.90 g of nickel chloride hexahydrate and 927 mg of sodium borohydride were reacted, to obtain 760 mg of isomer A and 716 mg of isomer B of the title compound, each as a colorless oil. Reactants: Cl.C(C)N=C=NCCCN(C)C (1-ethyl-3-(3′-dimethylaminopropyl)carbodiimide hydrochloride), ON1N=NC2=C1C=CC=C2 (1-hydroxybenzotriazole), C(C)(C)(C)OC(=O)N1CCNCC1 (piperazine-1-carboxylic acid tert-butyl ester), BrC1=C(C=C(C(=O)O)C=C1)F (4-Bromo-3-fluorobenzoic acid), [OH-].[Na+] (sodium hydroxide). Run in O (water), O1CCCC1 (tetrahydrofuran), C(C)(=O)OCC (ethyl acetate). Yields the product C(C)(C)(C)OC(=O)N1CCN(CC1)C(C1=CC(=C(C=C1)Br)F)=O (4-(4-bromo-3-fluorobenzoyl)piperazine-1-carboxylic acid tert-butyl ester). Yield: 90.5%. As a reaction SMILES: [Br:1][C:2]1[CH:10]=[CH:9][C:5]([C:6]([OH:8])=O)=[CH:4][C:3]=1[F:11].Cl.C(N=C=NCCCN(C)C)C.ON1C2C=CC=CC=2N=N1.[C:34]([O:38][C:39]([N:41]1[CH2:46][CH2:45][NH:44][CH2:43][CH2:42]1)=[O:40])([CH3:37])([CH3:36])[CH3:35].[OH-].[Na+]>O1CCCC1.C(OCC)(=O)C.O>[C:34]([O:38][C:39]([N:41]1[CH2:46][CH2:45][N:44]([C:6](=[O:8])[C:5]2[CH:9]=[CH:10][C:2]([Br:1])=[C:3]([F:11])[CH:4]=2)[CH2:43][CH2:42]1)=[O:40])([CH3:37])([CH3:35])[CH3:36] |f:1.2,5.6|. Procedure details: 4-Bromo-3-fluorobenzoic acid (4.38 g) was dissolve in tetrahydrofuran (50 mL), 1-ethyl-3-(3′-dimethylaminopropyl)carbodiimide hydrochloride (4.6 g), 1-hydroxybenzotriazole 1hydrate (3.24 g) and piperazine-1-carboxylic acid tert-butyl ester (4.47 g) were added, and the mixture was stirred at room temperature. The reaction mixture was poured into water under cooling, 4N aqueous sodium hydroxide solution and ethyl acetate were added and the mixture was extracted with ethyl acetate. The organic laye... Starting materials: CO, Cc1c(Cl)cccc1Cl, [K+], [OH-], O. The product is Cc1c(O)cccc1Cl. RXN SMILES: [CH3:13][OH:14].[Cl:1][c:2]1[c:3]([CH3:9])[c:4]([Cl:8])[cH:5][cH:6][cH:7]1.[K+:11].[OH-:10].[OH2:12]>>[Cl:1][c:2]1[c:3]([CH3:9])[c:4]([OH:10])[cH:5][cH:6][cH:7]1.